The task is: describe an organic reaction: reactants, conditions, products, and yield. This data is from the Open Reaction Database (ORD), a public repository of structured organic reaction records. Starting materials: solution, [F-].C(CCC)[N+](CCCC)(CCCC)CCCC (tetrabutylammonium fluoride), O1CCCC1 (tetrahydrofuran), COC(CC=1C=NC=C(C1)C1=C(C=C(C=C1)C(CC)(C1=CC(=C(C=C1)C#CC1(CCCC1)O[Si](C)(C)C)C)CC)C)=O ([5-(4-{1-ethyl-1-[3-methyl-4-(1-trimethylsilanyloxy-cyclopentylethynyl)-phenyl]-propyl}-2-methyl-phenyl)-pyridin-3-yl]-acetic acid methyl ester). Reaction conditions: time 2 hour. The yield is 39.2%. Procedure: A 1.0 M solution of tetrabutylammonium fluoride in tetrahydrofuran (0.079 mL, 0.079 mmol) was added to [5-(4-{1-ethyl-1-[3-methyl-4-(1-trimethylsilanyloxy-cyclopentylethynyl)-phenyl]-propyl}-2-methyl-phenyl)-pyridin-3-yl]-acetic acid methyl ester (Example 94-(1); 38.2 mg, 0.0656 mmol), and the mixture was stirred for two hours. The reaction mixture was purified by silica gel chromatography (35 to 50% ethyl acetate/hexane) to give the title compound (13.1 mg, 39%). RXN SMILES: [F-].C([N+](CCCC)(CCCC)CCCC)CCC.O1CCCC1.[CH3:24][O:25][C:26](=[O:65])[CH2:27][C:28]1[CH:29]=[N:30][CH:31]=[C:32]([C:34]2[CH:39]=[CH:38][C:37]([C:40]([CH2:62][CH3:63])([C:43]3[CH:48]=[CH:47][C:46]([C:49]#[C:50][C:51]4([O:56][Si](C)(C)C)[CH2:55][CH2:54][CH2:53][CH2:52]4)=[C:45]([CH3:61])[CH:44]=3)[CH2:41][CH3:42])=[CH:36][C:35]=2[CH3:64])[CH:33]=1>>[CH3:24][O:25][C:26](=[O:65])[CH2:27][C:28]1[CH:29]=[N:30][CH:31]=[C:32]([C:34]2[CH:39]=[CH:38][C:37]([C:40]([CH2:41][CH3:42])([C:43]3[CH:48]=[CH:47][C:46]([C:49]#[C:50][C:51]4([OH:56])[CH2:52][CH2:53][CH2:54][CH2:55]4)=[C:45]([CH3:61])[CH:44]=3)[CH2:62][CH3:63])=[CH:36][C:35]=2[CH3:64])[CH:33]=1 |f:0.1|. Product: COC(CC=1C=NC=C(C1)C1=C(C=C(C=C1)C(CC)(C1=CC(=C(C=C1)C#CC1(CCCC1)O)C)CC)C)=O ([5-(4-{1-ethyl-1-[4-(1-hydroxy-cyclopentylethynyl)-3-methyl-phenyl]-propyl}-2-methyl-phenyl)-pyridin-3-yl]-acetic Acid Methyl Ester). Reactants: CCO, Cl, [Fe], O=[N+]([O-])c1cc(I)cnc1Cl, O. Product: Nc1cc(I)cnc1Cl. RXN SMILES: [CH3:12][CH2:13][OH:14].[ClH:15].[Fe:16].[I:1][c:2]1[cH:3][c:4]([N+:9]([O-:10])=[O:11])[c:5]([Cl:8])[n:6][cH:7]1.[OH2:17]>>[I:1][c:2]1[cH:3][c:4]([NH2:9])[c:5]([Cl:8])[n:6][cH:7]1.